The task is: describe an organic reaction: reactants, conditions, products, and yield. This data is from the Open Reaction Database (ORD), a public repository of structured organic reaction records. Reactants: solid, Cl.Cl.Cl.O1CCC=2C1=C(N=CC2)N2CCN(CC2)CC[C@@H]2CC[C@H](CC2)N (trans-4-{2-[4-(2,3-dihydro-furo[2,3-c]pyridin-7-yl)-piperazin-1-yl]-ethyl}-cyclohexylamine trihydrochloride), Cl.Cl.Cl.O1CCC=2C1=C(N=CC2)N2CCN(CC2)CC[C@@H]2CC[C@H](CC2)N (trans-4-{2-[4-(2,3-dihydro-furo[2,3-c]pyridin-7-yl)-piperazin-1-yl]-ethyl}-cyclohexylamine trihydrochloride), COC(CC(=O)O)C ((RS)-3-methoxybutanoic acid). Product: O1CCC=2C1=C(N=CC2)N2CCN(CC2)CC[C@@H]2CC[C@H](CC2)NC(CC(C)OC)=O (trans-N-(4-{2-[4-(2,3-Dihydro-furo[2,3-c]pyridin-7-yl)-piperazin-1-yl]-ethyl}-cyclohexyl)-(RS)-3-methoxy-butyramide). RXN SMILES: Cl.Cl.Cl.[O:4]1[C:8]2=[C:9]([N:13]3[CH2:18][CH2:17][N:16]([CH2:19][CH2:20][C@H:21]4[CH2:26][CH2:25][C@H:24]([NH2:27])[CH2:23][CH2:22]4)[CH2:15][CH2:14]3)[N:10]=[CH:11][CH:12]=[C:7]2[CH2:6][CH2:5]1.[CH3:28][O:29][CH:30]([CH3:35])[CH2:31][C:32](O)=[O:33]>>[O:4]1[C:8]2=[C:9]([N:13]3[CH2:18][CH2:17][N:16]([CH2:19][CH2:20][C@H:21]4[CH2:26][CH2:25][C@H:24]([NH:27][C:32](=[O:33])[CH2:31][CH:30]([O:29][CH3:28])[CH3:35])[CH2:23][CH2:22]4)[CH2:15][CH2:14]3)[N:10]=[CH:11][CH:12]=[C:7]2[CH2:6][CH2:5]1 |f:0.1.2.3|. Procedure details: The title compound, white solid (84 mg, 78%), MS (ISP) m/z=431.5 [(M+H)+], mp 168.5° C., was prepared in accordance with the general method of example 6 from trans-4-{2-[4-(2,3-dihydro-furo[2,3-c]pyridin-7-yl)-piperazin-1-yl]-ethyl}-cyclohexylamine trihydrochloride (intermediate B) (110 mg, 0.25 mmol) and (RS)-3-methoxybutanoic acid. Starting materials: Cl.CO (hydrogen chloride methanol), C(C)(=O)Cl (acetyl chloride), CO (methanol), N1[C@H](C(=O)O)C[C@@H](O)C1 (L-hydroxyproline). Run in C(C)OCC (diethyl ether). Product: Cl.COC([C@H]1NC[C@@H](C1)O)=O (L-Hydroxyproline methyl ester hydrochloride). Isolated yield 88.8%. RXN SMILES: Cl.CO.[C:4]([Cl:7])(=O)C.CO.[NH:10]1[CH2:18][C@H:16]([OH:17])[CH2:15][C@H:11]1[C:12]([OH:14])=[O:13]>C(OCC)C>[ClH:7].[CH3:4][O:13][C:12](=[O:14])[C@@H:11]1[CH2:15][C@@H:16]([OH:17])[CH2:18][NH:10]1 |f:0.1,6.7|. Reported procedure: To a solution of hydrogen chloride-methanol prepared from acetyl chloride (19 ml, 270 mmol) and methanol (170 ml) was added L-hydroxyproline (25 g, 190 mmol), and the reaction mixture refluxed for 7 hours with stirring, cooled to room temperature. The mixture was stirred at 5° C. for 1 hour after addition of diethyl ether (340 ml). The resulting precipitate was collected by filtration, washed with a solution of diethyl ether-methanol (2:1, 50 ml), and dried under nitrogen for 4 hours to afford t... Starting materials: CCOC(=O)CCCBr, Oc1ccc(C(=C2CCCCCC2)c2ccc(O)cc2)cc1, CC(C)=O, [K+], [K+], O=C([O-])[O-]. Yields the product CCOC(=O)CCCOc1ccc(C(=C2CCCCCC2)c2ccc(O)cc2)cc1. RXN SMILES: [Br:29][CH2:30][CH2:31][CH2:32][C:33](=[O:34])[O:35][CH2:36][CH3:37].[C:1]1(=[C:8]([c:9]2[cH:10][cH:11][c:12]([OH:15])[cH:13][cH:14]2)[c:16]2[cH:17][cH:18][c:19]([OH:22])[cH:20][cH:21]2)[CH2:2][CH2:3][CH2:4][CH2:5][CH2:6][CH2:7]1.[CH3:38][C:39](=[O:40])[CH3:41].[K+:23].[K+:24].[O-:25][C:26]([O-:27])=[O:28]>>[C:1]1(=[C:8]([c:9]2[cH:10][cH:11][c:12]([OH:15])[cH:13][cH:14]2)[c:16]2[cH:17][cH:18][c:19]([O:22][CH2:30][CH2:31][CH2:32][C:33](=[O:34])[O:35][CH2:36][CH3:37])[cH:20][cH:21]2)[CH2:2][CH2:3][CH2:4][CH2:5][CH2:6][CH2:7]1.